Dataset: the Open Reaction Database (ORD), a public repository of structured organic reaction records. Task: describe an organic reaction: reactants, conditions, products, and yield The reactants are C(C(=O)Cl)(=O)Cl (oxalyl chloride), N1(CCNCC1)C1=NC=CC(=C1)C(C)=O (1-(2-piperazin-1-yl-4-pyridyl)ethanone), CCN(C(C)C)C(C)C (DIPEA), FC(/C=C/C(=O)O)(F)F ((E)-4,4,4-Trifluorobut-2-enoic acid). The reagents and catalysts are CN(C)C=O (DMF). Run in C(Cl)Cl (DCM), ClCCl (dichloromethane). Reaction conditions: time 10 minute. Product: C(C)(=O)C1=CC(=NC=C1)N1CCN(CC1)C(\C=C\C(F)(F)F)=O ((E)-1-[4-(4-Acetyl-2-pyridyl)piperazin-1-yl]-4,4,4-trifluoro-but-2-en-1-one). Isolated yield 54.0%. As a reaction SMILES: [F:1][C:2]([F:9])([F:8])/[CH:3]=[CH:4]/[C:5](O)=[O:6].C(Cl)(=O)C(Cl)=O.[N:16]1([C:22]2[CH:27]=[C:26]([C:28](=[O:30])[CH3:29])[CH:25]=[CH:24][N:23]=2)[CH2:21][CH2:20][NH:19][CH2:18][CH2:17]1.CCN(C(C)C)C(C)C>ClCCl.CN(C=O)C>[C:28]([C:26]1[CH:25]=[CH:24][N:23]=[C:22]([N:16]2[CH2:17][CH2:18][N:19]([C:5](=[O:6])/[CH:4]=[CH:3]/[C:2]([F:9])([F:8])[F:1])[CH2:20][CH2:21]2)[CH:27]=1)(=[O:30])[CH3:29]. Procedure: (E)-4,4,4-Trifluorobut-2-enoic acid (34 mg, 0.24 mmol) was dissolved in dichloromethane (1 ml), oxalyl chloride (21 μl, 0.24 mmol) and one drop of DMF were added and the resulting solution was stirred at room temperature for 10 minutes. This solution was added to a solution of 1-(2-piperazin-1-yl-4-pyridyl)ethanone (41 mg, 0.2 mmol) and DIPEA (105 μl, 0.6 mmol) in anhydrous DCM (2 ml) and the resulting mixture was stirred at room temperature overnight. The mixture was concentrated under reduced ... Reactants: C(=O)([O-])[O-].[K+].[K+] (K2CO3), COC(=O)C1=CN(C2=C1C(=NCC2)NCC(OC)OC)CCC2=CC=C(C=C2)[N+](=O)[O-] (4-(2,2-Dimethoxy-ethylamino)-1-[2-(4-nitro-phenyl)-ethyl]-6,7-dihydro-1H-pyrrolo[3,2-c]pyridine-3-carboxylic acid methyl ester), NaCO3, Cl (HCl), Cl (HCl). Run in CO (MeOH), ClCCl (Dichloromethane), CO (MeOH). Conditions: temperature 63 celsius, time 1 hour. Yields the product COC(=O)C1=CN(C=2CCN3C=CN=C3C12)CCC1=CC=C(C=C1)[N+](=O)[O-] (6-[2-(4-Nitro-phenyl)-ethyl]-5,6-dihydro-4H-1,3a,6-triaza-as-indacene-8-carboxylic acid methyl ester). RXN SMILES: [CH3:1][O:2][C:3]([C:5]1[C:9]2[C:10]([NH:14][CH2:15][CH:16](OC)OC)=[N:11][CH2:12][CH2:13][C:8]=2[N:7]([CH2:21][CH2:22][C:23]2[CH:28]=[CH:27][C:26]([N+:29]([O-:31])=[O:30])=[CH:25][CH:24]=2)[CH:6]=1)=[O:4].Cl.C([O-])([O-])=O.[K+].[K+]>CO.ClCCl>[CH3:1][O:2][C:3]([C:5]1[C:9]2[C:10]3[N:11]([CH:16]=[CH:15][N:14]=3)[CH2:12][CH2:13][C:8]=2[N:7]([CH2:21][CH2:22][C:23]2[CH:24]=[CH:25][C:26]([N+:29]([O-:31])=[O:30])=[CH:27][CH:28]=2)[CH:6]=1)=[O:4] |f:2.3.4|. Procedure: To a solution of 4-(2,2-Dimethoxy-ethylamino)-1-[2-(4-nitro-phenyl)-ethyl]-6,7-dihydro-1H-pyrrolo[3,2-c]pyridine-3-carboxylic acid methyl ester (25.33 mmol) in 125 mL MeOH is 10 mL HCl conc. added. It is heated at 63° C. for 15 hours. Since the reaction is not complete another 5 mL HCl conc. is added, and it is heated again at 63° C. for 10 hours. The solvent is evaporated in vacuo, and the remaining oil is dissolved in MeOH whereby K2CO3 (1.2 eq.) is added. After stirred at RT for 1 h the solid... The reactants are N1=CC=CC=C1 (Pyridine), O (water), C(CC)(=O)Cl (propionyl chloride), ClC1=CC=C2C=CC(=NC2=N1)N1C(C2=CC=CC=C2C1O)=O (2-(7-Chloro-1,8-naphthyridin-2-yl)-3-hydroxy-1-isoindolinone). Run in C(Cl)Cl (methylene chloride). Reaction conditions: temperature 25 celsius, time 3 hour. Yields the product C(CC)(=O)OC1N(C(C2=CC=CC=C12)=O)C1=NC2=NC(=CC=C2C=C1)Cl (2-(7-Chloro-1,8-naphthyridin-2-yl)-3-oxo-1-isoindolinyl propionate). Isolated yield 26.5%. As a reaction SMILES: N1C=CC=CC=1.[C:7](Cl)(=[O:10])[CH2:8][CH3:9].[Cl:12][C:13]1[N:22]=[C:21]2[C:16]([CH:17]=[CH:18][C:19]([N:23]3[CH:31]([OH:32])[C:30]4[C:25](=[CH:26][CH:27]=[CH:28][CH:29]=4)[C:24]3=[O:33])=[N:20]2)=[CH:15][CH:14]=1.O>C(Cl)Cl>[C:7]([O:33][CH:24]1[C:25]2[C:30](=[CH:29][CH:28]=[CH:27][CH:26]=2)[C:31](=[O:32])[N:23]1[C:19]1[CH:18]=[CH:17][C:16]2[C:21](=[N:22][C:13]([Cl:12])=[CH:14][CH:15]=2)[N:20]=1)(=[O:10])[CH2:8][CH3:9]. Procedure: Pyridine (24 cc) followed, in the course of 30 minutes, by propionyl chloride (5.5 g) are added successively to a solution of 2-(7-Chloro-1,8-naphthyridin-2-yl)-3-hydroxy-1-isoindolinone (3.2 g) in methylene chloride (160 cc), while the temperature is maintained in the region of 25° C. The mixture is stirred for 3 hours at this temperature and then treated with water (100 cc). The organic phase is separated after settling has occurred, washed with water, dried and concentrated to dryness under r... The reactants are COCCl, CCN(C(C)C)C(C)C, Cl, CC(=O)c1ccc(O)cc1. Yields the product COCOc1ccc(C(C)=O)cc1. Reaction SMILES: [CH3:1][O:2][CH2:3][Cl:4].[CH:16]([N:17]([CH:18]([CH3:19])[CH3:20])[CH2:21][CH3:22])([CH3:23])[CH3:24].[ClH:15].[OH:5][c:6]1[cH:7][cH:8][c:9]([C:12]([CH3:13])=[O:14])[cH:10][cH:11]1>>[CH3:1][O:2][CH2:3][O:5][c:6]1[cH:7][cH:8][c:9]([C:12]([CH3:13])=[O:14])[cH:10][cH:11]1.